From a dataset of the Open Reaction Database (ORD), a public repository of structured organic reaction records. describe an organic reaction: reactants, conditions, products, and yield The reactants are C1(=CC=CC=C1)C(C(=S)N)C1=NC=CC=C1 (2-Phenyl-2-(2-pyridyl)thioacetamide), C=O (formalin), CO (methanol), N1CCOCC1 (morpholine). Solvent: CCCCCC (hexane). Product: O1CCN(CC1)CNC(C(C1=NC=CC=C1)C1=CC=CC=C1)=S (N-morpholinomethyl-2-phenyl-2-(2-pyridyl)thioacetamide). As a reaction SMILES: [C:1]1([CH:7]([C:11]2[CH:16]=[CH:15][CH:14]=[CH:13][N:12]=2)[C:8]([NH2:10])=[S:9])[CH:6]=[CH:5][CH:4]=[CH:3][CH:2]=1.[CH3:17]O.[NH:19]1[CH2:24][CH2:23][O:22][CH2:21][CH2:20]1.C=O>CCCCCC>[O:22]1[CH2:23][CH2:24][N:19]([CH2:17][NH:10][C:8](=[S:9])[CH:7]([C:1]2[CH:2]=[CH:3][CH:4]=[CH:5][CH:6]=2)[C:11]2[CH:16]=[CH:15][CH:14]=[CH:13][N:12]=2)[CH2:20][CH2:21]1. Procedure: 2-Phenyl-2-(2-pyridyl)thioacetamide (1.14 g.) is suspended in 20 ml. of methanol. To the suspension is added 0.49 ml. of morpholine and 0.45 ml. of formalin. The mixture is heated on a steam bath until all of the materials are dissolved. The solution is then cooled and hexane is added. Concentrating to dryness and recrystallizing the residue from isopropanol gives N-morpholinomethyl-2-phenyl-2-(2-pyridyl)thioacetamide, m.p. 128°-130°C. Reactants: BrCCCCBr, O=C([O-])O, CCOC(=O)CO, [H-], [Na+], [Na+], CN(C)C=O. Product: CCOC(=O)COCCCCBr. Reaction SMILES: [Br:10][CH2:11][CH2:12][CH2:13][CH2:14][Br:15].[C:16](=[O:17])([OH:18])[O-:19].[C:3]([CH2:4][OH:5])(=[O:6])[O:7][CH2:8][CH3:9].[H-:1].[Na+:20].[Na+:2].[O:21]=[CH:22][N:23]([CH3:24])[CH3:25]>>[C:3]([CH2:4][O:5][CH2:14][CH2:13][CH2:12][CH2:11][Br:10])(=[O:6])[O:7][CH2:8][CH3:9]. Reactants: COC(=O)C=1C=CC=C2C(=NC=NC12)NCC1=CC(=CC=C1)NC(=O)C1=CC(=NC=C1)Cl (4-{3-[(2-Chloro-pyridine-4-carbonyl)-amino]-benzylamino}-quinazoline-8-carboxylic acid methyl ester), C1CCOC1 (THF), CC(C)O (2-propanol), [OH-].[NH4+] (ammonium hydroxide). Solvent: O (Water). Reaction conditions: time 8 hour. Yields the product ClC1=NC=CC(=C1)C(=O)NC=1C=C(CNC2=NC=NC3=C(C=CC=C23)C(=O)N)C=CC1 (4-{3-[(2-Chloro-pyridine-4-carbonyl)-amino]-benzylamino}-quinazoline-8-carboxylic acid amide). Isolated yield 55.0%. As a reaction SMILES: C[O:2][C:3]([C:5]1[CH:6]=[CH:7][CH:8]=[C:9]2[C:14]=1[N:13]=[CH:12][N:11]=[C:10]2[NH:15][CH2:16][C:17]1[CH:22]=[CH:21][CH:20]=[C:19]([NH:23][C:24]([C:26]2[CH:31]=[CH:30][N:29]=[C:28]([Cl:32])[CH:27]=2)=[O:25])[CH:18]=1)=O.C1COCC1.CC(O)C.[OH-].[NH4+:43]>O>[Cl:32][C:28]1[CH:27]=[C:26]([C:24]([NH:23][C:19]2[CH:18]=[C:17]([CH:22]=[CH:21][CH:20]=2)[CH2:16][NH:15][C:10]2[C:9]3[C:14](=[C:5]([C:3]([NH2:43])=[O:2])[CH:6]=[CH:7][CH:8]=3)[N:13]=[CH:12][N:11]=2)=[O:25])[CH:31]=[CH:30][N:29]=1 |f:3.4|. Procedure details: To a 40-mL vial with magnetic stirbar at r.t. was added the 4-{3-[(2-Chloro-pyridine-4-carbonyl)-amino]-benzylamino}-quinazoline-8-carboxylic acid methyl ester (0.6 g, 1.34 mmol, 1 eq.) and THF (6 mL) and 2-propanol (6 mL). An approx. equal volume (i.e.; 6 mL) of concentrated aqueous ammonium hydroxide solution (28-30% soln.) was then added and stirring continued overnight. Water (15 mL) was added to the reaction mixture and a white precipitate immediately began to form. The precipitate was coll... Reactants: ClC1=CC=C(C=C1)C=C(C(C(C)(C)C)=O)N1N=CN=C1 (1-(4-chlorophenyl)-4,4-dimethyl-2-(1,2,4-triazol-1-yl)-pent-1-en-3-one), S(=O)(=O)(O)O.CSC(N)=N (S-methylisothiourea sulphate), C([O-])(O)=O.[Na+] (sodium bicarbonate). Solvent: C(C)O (ethanol). Product: ClC1=CC=C(C=C1)C(C(C(C(C)(C)C)=O)N1N=CN=C1)SC (1-(4-chlorophenyl)-4,4-dimethyl-1-methylthio-2-(1,2,4-triazol-1-yl)-pentan-3-one). Isolated yield 24.9%. Reaction SMILES: [Cl:1][C:2]1[CH:7]=[CH:6][C:5]([CH:8]=[C:9]([N:16]2[CH:20]=[N:19][CH:18]=[N:17]2)[C:10](=[O:15])[C:11]([CH3:14])([CH3:13])[CH3:12])=[CH:4][CH:3]=1.S(O)(O)(=O)=O.[CH3:26][S:27]C(=N)N.C(=O)(O)[O-].[Na+]>C(O)C>[Cl:1][C:2]1[CH:7]=[CH:6][C:5]([CH:8]([S:27][CH3:26])[CH:9]([N:16]2[CH:20]=[N:19][CH:18]=[N:17]2)[C:10](=[O:15])[C:11]([CH3:14])([CH3:13])[CH3:12])=[CH:4][CH:3]=1 |f:1.2,3.4|. Reported procedure: 289 g (1 mol) of 1-(4-chlorophenyl)-4,4-dimethyl-2-(1,2,4-triazol-1-yl)-pent-1-en-3-one (E,Z isomer mixture) and 139 g (0.5 mol) of S-methylisothiourea sulphate were suspended in 2.5 liters of ethanol and 336 g (4 mol) of sodium bicarbonate were added in portions, while stirring. The mixture was heated under reflux for 4 hours, cooled to room temperature and poured onto water. The organic constituents were extracted with methylene chloride. The organic phase was dried over sodium sulphate, filte... Starting materials: [N-]=[N+]=[N-].[Na+] (sodium azide), [Cl-].[Al+3].[Cl-].[Cl-] (aluminium chloride), C1(=CC=CC=C1)C (toluene). Yields the product [N-]=[N+]=[N-].C(C(C)C)[Al+]CC(C)C (diisobutyl aluminium azide). As a reaction SMILES: [N-:1]=[N+:2]=[N-:3].[Na+].[Cl-].[Al+3:6].[Cl-].[Cl-].[C:9]1([CH3:15])[CH:14]=CC=C[CH:10]=1>>[N-:1]=[N+:2]=[N-:3].[CH2:10]([Al+:6][CH2:14][CH:9]([CH3:10])[CH3:15])[CH:9]([CH3:15])[CH3:14] |f:0.1,2.3.4.5,7.8|. Procedure details: 1.235 g of granular sodium azide (19 mmol) are added to a cold solution of dilsobutyl aluminium chloride (19 mmol, 1.8M in toluene) diluted in 5 ml of toluene and the mixture is stirred at room temperature over the night to give diisobutyl aluminium azide. Reactants: C1CCNCC1, COC(=O)C(CCBr)NC(=O)OC(C)(C)C. Product: COC(=O)C(CCN1CCCCC1)NC(=O)OC(C)(C)C. RXN SMILES: [CH2:17]1[CH2:18][CH2:19][NH:20][CH2:21][CH2:22]1.[CH3:1][O:2][C:3]([CH:4]([CH2:5][CH2:6][Br:7])[NH:8][C:9](=[O:10])[O:11][C:12]([CH3:13])([CH3:14])[CH3:15])=[O:16]>>[CH3:1][O:2][C:3]([CH:4]([CH2:5][CH2:6][N:20]1[CH2:19][CH2:18][CH2:17][CH2:22][CH2:21]1)[NH:8][C:9](=[O:10])[O:11][C:12]([CH3:13])([CH3:14])[CH3:15])=[O:16]. Procedure details: 96.3 g (0.27 mol) of 1-bromo-1-(2,4-dichlorophenoxy)-3,3-dimethyl-4-fluoro-2-butanone were dissolved in 200 ml of acetonitrile and the solution was added dropwise to a boiling solution of 46 g (0.56 mol) of 1,2,4-triazole in 200 ml of acetonitrile. After heating the mixture under reflux for 20 hours, the solvent was removed in vacuo, the residue was taken up in methylene chloride, the methylene chloride mixture was washed several times with water and the organic phase was dried over sodium sulph... The reactants are BrC(C(C(CF)(C)C)=O)OC1=C(C=C(C=C1)Cl)Cl (1-bromo-1-(2,4-dichlorophenoxy)-3,3-dimethyl-4-fluoro-2-butanone), N1N=CN=C1 (1,2,4-triazole). The yield is 88.8%. The solvent is C(C)#N (acetonitrile), C(C)#N (acetonitrile). The product is ClC1=C(OC(C(C(CF)(C)C)=O)N2N=CN=C2)C=CC(=C1)Cl (1-(2,4-dichlorophenoxy)-3,3-dimethyl-4-fluoro-1-(1,2,4-triazol-1-yl)-2-butanone). Reaction SMILES: Br[CH:2]([O:10][C:11]1[CH:16]=[CH:15][C:14]([Cl:17])=[CH:13][C:12]=1[Cl:18])[C:3](=[O:9])[C:4]([CH3:8])([CH3:7])[CH2:5][F:6].[NH:19]1[CH:23]=[N:22][CH:21]=[N:20]1>C(#N)C>[Cl:18][C:12]1[CH:13]=[C:14]([Cl:17])[CH:15]=[CH:16][C:11]=1[O:10][CH:2]([N:19]1[CH:23]=[N:22][CH:21]=[N:20]1)[C:3](=[O:9])[C:4]([CH3:8])([CH3:7])[CH2:5][F:6]. The reactants are CCOP(=O)(CC#N)OCC, C1CCOC1, C[Si](C)(C)[N-][Si](C)(C)C, [Li+], COc1ccc(C(=O)c2ccc3c(c2)OCCO3)cc1, O. Yields the product COc1ccc(C(=CC#N)c2ccc3c(c2)OCCO3)cc1. Reaction SMILES: [CH2:1]([O:2][P:3](=[O:4])([O:5][CH2:6][CH3:7])[CH2:9][C:10]#[N:11])[CH3:8].[CH2:43]1[O:44][CH2:45][CH2:46][CH2:47]1.[CH3:12][Si:13]([N-:14][Si:15]([CH3:16])([CH3:17])[CH3:18])([CH3:19])[CH3:20].[Li+:21].[O:22]1[CH2:23][CH2:24][O:25][c:26]2[c:27]1[cH:28][cH:29][c:30]([C:32](=[O:33])[c:34]1[cH:35][cH:36][c:37]([O:40][CH3:41])[cH:38][cH:39]1)[cH:31]2.[OH2:42]>>[CH:9]([C:10]#[N:11])=[C:32]([c:30]1[cH:29][cH:28][c:27]2[c:26]([cH:31]1)[O:25][CH2:24][CH2:23][O:22]2)[c:34]1[cH:35][cH:36][c:37]([O:40][CH3:41])[cH:38][cH:39]1.